From a dataset of the Open Reaction Database (ORD), a public repository of structured organic reaction records. describe an organic reaction: reactants, conditions, products, and yield Reactants: CC1(C2=C(C(=CC=C2)P(C3=CC=CC=C3)C4=CC=CC=C4)OC5=C(C=CC=C51)P(C6=CC=CC=C6)C7=CC=CC=C7)C (Xantphos), C(=O)([O-])[O-].[Cs+].[Cs+] (Cs2CO3), COC(=O)C1=C(C=2C=NC=CC2N1C1CC1)N (3-amino-1-cyclopropyl-1H-pyrrolo[3,2-c]pyridine-2-carboxylic acid methyl ester), FC1=C(C=CC(=C1)[Si](C)(C)C)OS(=O)(=O)C(F)(F)F (trifluoro-methanesulfonic acid 2-fluoro-4-trimethylsilanyl-phenyl ester). Run at temperature 105 celsius, time 17 hour. As a reaction SMILES: [CH3:1][O:2][C:3]([C:5]1[N:13]([CH:14]2[CH2:16][CH2:15]2)[C:12]2[CH:11]=[CH:10][N:9]=[CH:8][C:7]=2[C:6]=1[NH2:17])=[O:4].[F:18][C:19]1[CH:24]=[C:23]([Si:25]([CH3:28])([CH3:27])[CH3:26])[CH:22]=[CH:21][C:20]=1OS(C(F)(F)F)(=O)=O.CC1(C)C2C(=C(P(C3C=CC=CC=3)C3C=CC=CC=3)C=CC=2)OC2C(P(C3C=CC=CC=3)C3C=CC=CC=3)=CC=CC1=2.C([O-])([O-])=O.[Cs+].[Cs+]>C1(C)C=CC=CC=1.C1C=CC(/C=C/C(/C=C/C2C=CC=CC=2)=O)=CC=1.C1C=CC(/C=C/C(/C=C/C2C=CC=CC=2)=O)=CC=1.C1C=CC(/C=C/C(/C=C/C2C=CC=CC=2)=O)=CC=1.[Pd].[Pd]>[CH3:1][O:2][C:3]([C:5]1[N:13]([CH:14]2[CH2:15][CH2:16]2)[C:12]2[CH:11]=[CH:10][N:9]=[CH:8][C:7]=2[C:6]=1[NH:17][C:20]1[CH:21]=[CH:22][C:23]([Si:25]([CH3:27])([CH3:26])[CH3:28])=[CH:24][C:19]=1[F:18])=[O:4] |f:3.4.5,7.8.9.10.11|. Reagents/catalysts: C=1C=CC(=CC1)/C=C/C(=O)/C=C/C2=CC=CC=C2.C=1C=CC(=CC1)/C=C/C(=O)/C=C/C2=CC=CC=C2.C=1C=CC(=CC1)/C=C/C(=O)/C=C/C2=CC=CC=C2.[Pd].[Pd] (Pd2dba3). The solvent is C1(=CC=CC=C1)C (toluene). Isolated yield 71.7%. Yields the product COC(=O)C1=C(C=2C=NC=CC2N1C1CC1)NC1=C(C=C(C=C1)[Si](C)(C)C)F (1-Cyclopropyl-3-(2-fluoro-4-trimethylsilanyl-phenylamino)-1H-pyrrolo[3,2-c]pyridine-2-carboxylic acid methyl ester). Reported procedure: To a degassed suspension of 3-amino-1-cyclopropyl-1H-pyrrolo[3,2-c]pyridine-2-carboxylic acid methyl ester (215.0 mg, 0.93 mmol), and trifluoro-methanesulfonic acid 2-fluoro-4-trimethylsilanyl-phenyl ester (323.5 mg, 1.02 mmol, 1.1 eq) in anhydrous toluene (6.2 mL) was added Pd2dba3 (85.2 mg, 0.09 mmol, 0.1 eq), Xantphos (107.6 mg, 0.186 mmol, 0.2 eq) and Cs2CO3 (606.0 mg, 1.86 mmol, 2.0 eq). The reaction mixture was degassed with bubbling nitrogen for 10 minutes and stirred at 105° C. under N2 ... Starting materials: CC(=O)OC(C)=O, ClC(Cl)Cl, NCc1ccc(I)cc1, c1ccncc1. The product is CC(=O)NCc1ccc(I)cc1. As a reaction SMILES: [CH3:16][C:17](=[O:18])[O:19][C:20](=[O:21])[CH3:22].[CH:23]([Cl:24])([Cl:25])[Cl:26].[I:1][c:2]1[cH:3][cH:4][c:5]([CH2:6][NH2:7])[cH:8][cH:9]1.[cH:10]1[cH:11][cH:12][n:13][cH:14][cH:15]1>>[I:1][c:2]1[cH:3][cH:4][c:5]([CH2:6][NH:7][C:17]([CH3:16])=[O:18])[cH:8][cH:9]1. Reactants: CCCCC, CC(C)(C)CC[Sn](C)(CCC(C)(C)C)CCC(C)(C)C, [Cl-], Cl, O, c1ccccc1. The product is CC(C)(C)CC[Sn](Cl)(CCC(C)(C)C)CCC(C)(C)C. RXN SMILES: [CH3:2][CH2:3][CH2:4][CH2:5][CH3:6].[CH3:7][Sn:8]([CH2:9][CH2:10][C:11]([CH3:12])([CH3:13])[CH3:14])([CH2:15][CH2:16][C:17]([CH3:18])([CH3:19])[CH3:20])[CH2:21][CH2:22][C:23]([CH3:24])([CH3:25])[CH3:26].[Cl-:1].[ClH:27].[OH2:34].[cH:28]1[cH:29][cH:30][cH:31][cH:32][cH:33]1>>[Cl:1][Sn:8]([CH2:9][CH2:10][C:11]([CH3:12])([CH3:13])[CH3:14])([CH2:15][CH2:16][C:17]([CH3:18])([CH3:19])[CH3:20])[CH2:21][CH2:22][C:23]([CH3:24])([CH3:25])[CH3:26]. Reactants: BrC1=CC(=C(C=C1)N)[N+](=O)[O-] (4-bromo-2-nitro-phenylamine), O1CCC(CC1)/C=C/C(=O)O ((E)-3-(tetrahydro-pyran-4-yl)-acrylic acid). Yields the product BrC1=CC(=C(C=C1)NC(\C=C\C1CCOCC1)=O)[N+](=O)[O-] ((E)-N-(4-Bromo-2-nitro-phenyl)-3-(tetrahydro-pyran-4-yl)-acrylamide). Reaction SMILES: [Br:1][C:2]1[CH:7]=[CH:6][C:5]([NH2:8])=[C:4]([N+:9]([O-:11])=[O:10])[CH:3]=1.[O:12]1[CH2:17][CH2:16][CH:15](/[CH:18]=[CH:19]/[C:20](O)=[O:21])[CH2:14][CH2:13]1>>[Br:1][C:2]1[CH:7]=[CH:6][C:5]([NH:8][C:20](=[O:21])/[CH:19]=[CH:18]/[CH:15]2[CH2:16][CH2:17][O:12][CH2:13][CH2:14]2)=[C:4]([N+:9]([O-:11])=[O:10])[CH:3]=1. Procedure details: Following the procedure as described in Example 3, STEP B, the title compound was prepared from 4-bromo-2-nitro-phenylamine (2.06 g, 9.47 mmol) and (E)-3-(tetrahydro-pyran-4-yl)-acrylic acid (prepared as described in PCT Publication WO 2005/101989 (A2,A3), 1.14 g, 7.29 mmol) and was obtained as a yellow solid. Reactants: N12C[C@@H](C(CC1)CC2)NC(=O)C=2C=CC1=C(C(=CO1)C#C[Si](C)(C)C)C2 (N-[(3R)-1-Azabicyclo[2.2.2]oct-3-yl]-3-[(trimethylsilyl)ethynyl]-1-benzofuran-5-carboxamide), C(=O)(O)[O-].[Na+] (NaHCO3). The solvent is CO (MeOH). Run at time 8 hour. Product: N12C[C@@H](C(CC1)CC2)NC(=O)C=2C=CC1=C(C(=CO1)C#C)C2 (N-[(3R)-1-Azabicyclo[2.2.2]oct-3-yl]-3-ethynyl-1-benzofuran-5-carboxamide). Yield: 92.2%. Reaction SMILES: [N:1]12[CH2:8][CH2:7][CH:4]([CH2:5][CH2:6]1)[C@@H:3]([NH:9][C:10]([C:12]1[CH:13]=[CH:14][C:15]3[O:19][CH:18]=[C:17]([C:20]#[C:21][Si](C)(C)C)[C:16]=3[CH:26]=1)=[O:11])[CH2:2]2.C([O-])(O)=O.[Na+]>CO>[N:1]12[CH2:6][CH2:5][CH:4]([CH2:7][CH2:8]1)[C@@H:3]([NH:9][C:10]([C:12]1[CH:13]=[CH:14][C:15]3[O:19][CH:18]=[C:17]([C:20]#[CH:21])[C:16]=3[CH:26]=1)=[O:11])[CH2:2]2 |f:1.2|. Procedure: N-[(3R)-1-Azabicyclo[2.2.2]oct-3-yl]-3-[(trimethylsilyl)ethynyl]-1-benzofuran-5-carboxamide (255 mg, 0.70 mmol) is dissolved in MeOH (6 ml). The solution is treated with saturated NaHCO3 (2 ml) and the reaction is stirred overnight at RT. The volatiles are removed in vacuo and the residue is chromatographed over 30 g silica gel (230-400 mesh) eluting with 8% MeOH/CHCl3+1% conc. NH4OH. The appropriate fractions are combined and concentrated to give 190 mg of a yellow foam. The foam is crystallize...